Dataset: the Open Reaction Database (ORD), a public repository of structured organic reaction records. Task: describe an organic reaction: reactants, conditions, products, and yield The reactants are CC(C)S (propane-2-thiol), C([O-])([O-])=O.[K+].[K+] (potassium carbonate), CN(C=O)C (N,N-dimethylformamide), ClC1=CC(=C(C=C1)[N+](=O)[O-])F (4-chloro-2-fluoronitrobenzene). Run in O (water). Conditions: time 5 hour. Product: ClC1=CC(=C(C=C1)[N+](=O)[O-])SC(C)C (4-chloro-2-isopropylsulfanyl-1-nitrobenzene). Reaction SMILES: [CH3:1][CH:2]([SH:4])[CH3:3].C(=O)([O-])[O-].[K+].[K+].CN(C)C=O.[Cl:16][C:17]1[CH:22]=[CH:21][C:20]([N+:23]([O-:25])=[O:24])=[C:19](F)[CH:18]=1>O>[Cl:16][C:17]1[CH:22]=[CH:21][C:20]([N+:23]([O-:25])=[O:24])=[C:19]([S:4][CH:2]([CH3:3])[CH3:1])[CH:18]=1 |f:1.2.3|. Procedure: To a mixture of propane-2-thiol (1.5 mL), potassium carbonate (3 g) and N,N-dimethylformamide (20 mL), 4-chloro-2-fluoronitrobenzene (2.5 g) was added and stirred at room temperature for 5 hours. After addition of water, the reaction mixture was extracted with ethyl acetate, and the extract was washed with water and saturated aqueous sodium chloride. After drying over anhydrous sodium sulfate, the solvent was distilled off under reduced pressure to give 4-chloro-2-isopropylsulfanyl-1-nitrobenzen... Reactants: CC(C)(C)OC(=O)Nc1ccc(C#Cc2ccccc2)cc1NC(=O)CC(=O)c1cccc([N+](=O)[O-])c1, ClCCl, O=C(O)C(F)(F)F. The product is O=C1CC(c2cccc([N+](=O)[O-])c2)=Nc2ccc(C#Cc3ccccc3)cc2N1. RXN SMILES: [C:1]([O:2][C:3](=[O:4])[NH:7][c:8]1[c:9]([NH:22][C:23]([CH2:24][C:25](=[O:5])[c:27]2[cH:28][c:29]([N+:33](=[O:34])[O-:35])[cH:30][cH:31][cH:32]2)=[O:36])[cH:10][c:11]([C:14]#[C:15][c:16]2[cH:17][cH:18][cH:19][cH:20][cH:21]2)[cH:12][cH:13]1)([CH3:6])([CH3:26])[CH3:37].[Cl:45][CH2:46][Cl:47].[F:38][C:39]([F:40])([F:41])[C:42]([OH:43])=[O:44]>>[N:7]1=[C:25]([c:27]2[cH:28][c:29]([N+:33](=[O:34])[O-:35])[cH:30][cH:31][cH:32]2)[CH2:24][C:23](=[O:36])[NH:22][c:9]2[c:8]1[cH:13][cH:12][c:11]([C:14]#[C:15][c:16]1[cH:17][cH:18][cH:19][cH:20][cH:21]1)[cH:10]2. Starting materials: O=Cc1ccc(Br)nc1, OCCO, Cc1ccccc1. Yields the product Brc1ccc(C2OCCO2)cn1. Reaction SMILES: [Br:1][c:2]1[cH:3][cH:4][c:5]([CH:8]=[O:9])[cH:6][n:7]1.[CH2:10]([CH2:11][OH:12])[OH:13].[CH3:14][c:15]1[cH:16][cH:17][cH:18][cH:19][cH:20]1>>[Br:1][c:2]1[cH:3][cH:4][c:5]([CH:8]2[O:9][CH2:10][CH2:11][O:12]2)[cH:6][n:7]1. Starting materials: C(C(=C)C)(=O)O (methacrylic acid), esters, C(C(=C)C)(=O)O (methacrylic acid), C(C(=C)C)(=O)OCC=C (allyl methacrylate), C(C=C)(=O)OCC1=CC=CC=C1 (benzyl acrylate), N(=NC(C#N)(CC(C)C)C)C(C#N)(CC(C)C)C (2,2′-azobis-(2,4′-dimethylvaleronitrile)). Run in COCC(C)O (1-methoxy-2-propanol), O (water), COCC(C)O (1-methoxy-2-propanol). Run at temperature 70 celsius, time 2 hour. Product: C(C(=C)C)(=O)O.C(C(=C)C)(=O)OCC=C.C(C=C)(=O)OCC1=CC=CC=C1 (methacrylic acid allyl methacrylate benzyl acrylate). As a reaction SMILES: [C:1]([OH:6])(=[O:5])[C:2]([CH3:4])=[CH2:3].[C:7]([O:12][CH2:13][CH:14]=[CH2:15])(=[O:11])[C:8]([CH3:10])=[CH2:9].[C:16]([O:20][CH2:21][C:22]1[CH:27]=[CH:26][CH:25]=[CH:24][CH:23]=1)(=[O:19])[CH:17]=[CH2:18].N(C(C)(CC(C)C)C#N)=NC(C)(CC(C)C)C#N>COCC(O)C.O>[C:1]([OH:6])(=[O:5])[C:2]([CH3:4])=[CH2:3].[C:7]([O:12][CH2:13][CH:14]=[CH2:15])(=[O:11])[C:8]([CH3:10])=[CH2:9].[C:16]([O:20][CH2:21][C:22]1[CH:27]=[CH:26][CH:25]=[CH:24][CH:23]=1)(=[O:19])[CH:17]=[CH2:18] |f:6.7.8|. Procedure: 427.5 parts of 1-methoxy-2-propanol were charged in a reaction vessel and heated under a nitrogen flow so that the internal temperature of the vessel was 70° C. Then a solution in which 18.5 parts of methacrylic acid, 46.5 parts of allyl methacrylate, 29.9 parts of benzyl acrylate (composition ratio of these methacrylic acid and esters was 28:48:24 in molar ratio), and 3.82 parts of V-65 (2,2′-azobis-(2,4′-dimethylvaleronitrile), manufactured by Wako Pure Chemical Co.) were dissolved in 427.5 pa... Reactants: [H-].[Al+3].[Li+].[H-].[H-].[H-] (Lithium aluminum hydride), final intermediate, COC(CCCCCCCCCCCSCCSCCCCCCCCCCCC(=O)O)=O (ethylenedithio-bislauric acid methyl ester), [H][H] (Hydrogen). Run in C1CCOC1 (THF). Conditions: temperature 30 celsius, time 4 hour. Yields the product C(CSCCCCCCCCCCCCO)SCCCCCCCCCCCCO (Ethylenedithio-bislauryl alcohol), ice water. RXN SMILES: C[O:2][C:3](=O)[CH2:4][CH2:5][CH2:6][CH2:7][CH2:8][CH2:9][CH2:10][CH2:11][CH2:12][CH2:13][CH2:14][S:15][CH2:16][CH2:17][S:18][CH2:19][CH2:20][CH2:21][CH2:22][CH2:23][CH2:24][CH2:25][CH2:26][CH2:27][CH2:28][CH2:29][C:30](O)=[O:31].[H-].[Al+3].[Li+].[H-].[H-].[H-].[H][H]>C1COCC1>[CH2:17]([S:18][CH2:19][CH2:20][CH2:21][CH2:22][CH2:23][CH2:24][CH2:25][CH2:26][CH2:27][CH2:28][CH2:29][CH2:30][OH:31])[CH2:16][S:15][CH2:14][CH2:13][CH2:12][CH2:11][CH2:10][CH2:9][CH2:8][CH2:7][CH2:6][CH2:5][CH2:4][CH2:3][OH:2] |f:1.2.3.4.5.6|. Procedure details: Ethylenedithio-bislauryl alcohol was prepared as the final intermediate as ethylenedithio-bislauric acid methyl ester (8 g) was dissolved in dry THF at 0° C. (ice bath). Lithium aluminum hydride (1.16 g) was added to the flask slowly. Hydrogen was generated, and the reaction temperature was gradually raised to 30° C. After stirring for 4 hours, the reaction was quenched by pouring the solution thus formed into ice water. The aqueous solution was neutralized by adding concentrated HCl, and the cr...